Dataset: the Open Reaction Database (ORD), a public repository of structured organic reaction records. Task: describe an organic reaction: reactants, conditions, products, and yield The reactants are C1(=CC=CC=C1)S(=O)(=O)OC1=CC(=CC(=C1)C)C (3,5-dimethylphenyl benzenesulfonate), NC1=CC=C(C(=O)N)C=C1 (4-aminobenzamide). Solvent: C(C)(=O)OCC (ethyl acetate). Yields the product CC=1C=C(C=C(C1)C)NC1=CC=C(C(=O)N)C=C1 (4-(3,5-Dimethylphenylamino)benzamide). Yield: 95.7%. RXN SMILES: C1(S(O[C:11]2[CH:16]=[C:15]([CH3:17])[CH:14]=[C:13]([CH3:18])[CH:12]=2)(=O)=O)C=CC=CC=1.[NH2:19][C:20]1[CH:28]=[CH:27][C:23]([C:24]([NH2:26])=[O:25])=[CH:22][CH:21]=1>C(OCC)(=O)C>[CH3:17][C:15]1[CH:16]=[C:11]([NH:19][C:20]2[CH:28]=[CH:27][C:23]([C:24]([NH2:26])=[O:25])=[CH:22][CH:21]=2)[CH:12]=[C:13]([CH3:18])[CH:14]=1. Reported procedure: Following the general procedure, 3,5-dimethylphenyl benzenesulfonate (131 mg, 0.5 mmol) was coupled with 4-aminobenzamide (102 mg, 0.75 mmol) with the reaction time of 6 h. Chromatography on silica gel column with ethyl acetate gave 115 mg (96%) of the title compound as a white solid. Starting materials: C[C@H]1N(CCC1)C=1C(=NC2=CC=C(C=C2N1)C(=O)OC)C1=CC=CC=C1 ((R)-methyl 3-(2-methylpyrrolidin-1-yl)-2-phenylquinoxaline-6-carboxylate), [OH-].[Na+] (sodium hydroxide). Solvent: O (water), CO (methanol). Reaction conditions: temperature 50 celsius, time 8 hour. The product is C[C@H]1N(CCC1)C=1C(=NC2=CC=C(C=C2N1)C(=O)O)C1=CC=CC=C1 ((R)-3-(2-methylpyrrolidin-1-yl)-2-phenylquinoxaline-6-carboxylic acid). As a reaction SMILES: [CH3:1][C@@H:2]1[CH2:6][CH2:5][CH2:4][N:3]1[C:7]1[C:8]([C:21]2[CH:26]=[CH:25][CH:24]=[CH:23][CH:22]=2)=[N:9][C:10]2[C:15]([N:16]=1)=[CH:14][C:13]([C:17]([O:19]C)=[O:18])=[CH:12][CH:11]=2.[OH-].[Na+]>CO.O>[CH3:1][C@@H:2]1[CH2:6][CH2:5][CH2:4][N:3]1[C:7]1[C:8]([C:21]2[CH:26]=[CH:25][CH:24]=[CH:23][CH:22]=2)=[N:9][C:10]2[C:15]([N:16]=1)=[CH:14][C:13]([C:17]([OH:19])=[O:18])=[CH:12][CH:11]=2 |f:1.2|. Procedure details: Into a 50-mL round-bottom flask, was placed a solution of (R)-methyl 3-(2-methylpyrrolidin-1-yl)-2-phenylquinoxaline-6-carboxylate (178 mg, 0.51 mmol, 1.00 equiv) in methanol (15 mL). A solution of sodium hydroxide (102.6 mg, 2.56 mmol, 5.00 equiv) in water (1.5 mL) was added. The resulting solution was stirred overnight at 50° C. in an oil bath and concentrated to dryness. The residue and diluted by 10 ml of water and pH value of the aqueous solution was adjusted to pH=3-4 with 1N hydrogen chlo... The reactants are C(C)(C)(C)[S@@](=O)N ((R)-(−)-tert-butanesulfinamide), C(C=C)C1=CC(=C(C=O)C=C1)[SiH](C)C (4-allyldimethylsilylbenzaldehyde). Reagents/catalysts: [O-]CCC.[Ti+4].[O-]CCC.[O-]CCC.[O-]CCC (titanium(IV) propoxide). Run in [Cl-].[Na+].O (brine), C1CCOC1 (THF). The product is C(C=C)C1=CC(=C(C=C1)C=N[S@](=O)C(C)(C)C)[SiH](C)C ((R)-(−)-N-[(4-allyldimethylsilylphenyl)methylene]-tert-butanesulfinamide). Isolated yield 68.3%. RXN SMILES: [C:1]([S@:5]([NH2:7])=[O:6])([CH3:4])([CH3:3])[CH3:2].[CH2:8]([C:11]1[CH:18]=[CH:17][C:14]([CH:15]=O)=[C:13]([SiH:19]([CH3:21])[CH3:20])[CH:12]=1)[CH:9]=[CH2:10]>C1COCC1.[Cl-].[Na+].O.[O-]CCC.[Ti+4].[O-]CCC.[O-]CCC.[O-]CCC>[CH2:8]([C:11]1[CH:18]=[CH:17][C:14]([CH:15]=[N:7][S@@:5]([C:1]([CH3:4])([CH3:3])[CH3:2])=[O:6])=[C:13]([SiH:19]([CH3:21])[CH3:20])[CH:12]=1)[CH:9]=[CH2:10] |f:3.4.5,6.7.8.9.10|. Procedure: To a solution of (R)-(−)-tert-butanesulfinamide (3.7 g, 30 mmol) and 4-allyldimethylsilylbenzaldehyde (2 Scheme 1, 6.2 g, 30 mmol) in dry THF (15 mL) was added titanium(IV) propoxide (17 mL, 60 mmol). The mixture was refluxed for 1 h under a N2 atmosphere. The mixture was cooled immediately upon reaction completion, and poured into a brine (30 mL) with rapid stirring. The resulting white suspension was filtered through a pad of celite, which was then washed with ethyl acetate (100 mL). The filtr... The reactants are CNCC(=O)O[C@@H](CN1N(C(C(=C1C)C(NC1=CC(=C(C=C1)OC1=CC=NC2=CC(=CC=C12)OC)F)=O)=O)C1=CC=CC=C1)C ((R)-1-(4-(4-(7-methoxyquinolin-4-yloxy)-3-fluorophenylcarbam-oyl)-2,3-dihydro-5-methyl-3-oxo-2-phenylpyrazol-1-yl)propan-2-yl 2-(methylamino)acetate), CS(=O)(=O)O (methanesulfonic acid), solid. Yields the product CS(=O)(=O)O.CNCC(=O)O[C@@H](CN1N(C(C(=C1C)C(NC1=CC(=C(C=C1)OC1=CC=NC2=CC(=CC=C12)OC)F)=O)=O)C1=CC=CC=C1)C ((R)-1-(4-(3-fluoro-4-(7-methoxyquinolin-4-yloxy)phenylcarbamoyl)-5-methyl-3-oxo-2-phenyl-2,3-dihydropyrazol-1-yl)propan-2-yl 2-(methylamino)acetate methanesulfonate). RXN SMILES: [CH3:1][NH:2][CH2:3][C:4]([O:6][C@H:7]([CH3:45])[CH2:8][N:9]1[C:13]([CH3:14])=[C:12]([C:15](=[O:37])[NH:16][C:17]2[CH:22]=[CH:21][C:20]([O:23][C:24]3[C:33]4[C:28](=[CH:29][C:30]([O:34][CH3:35])=[CH:31][CH:32]=4)[N:27]=[CH:26][CH:25]=3)=[C:19]([F:36])[CH:18]=2)[C:11](=[O:38])[N:10]1[C:39]1[CH:44]=[CH:43][CH:42]=[CH:41][CH:40]=1)=[O:5].[CH3:46][S:47]([OH:50])(=[O:49])=[O:48]>>[CH3:46][S:47]([OH:50])(=[O:49])=[O:48].[CH3:1][NH:2][CH2:3][C:4]([O:6][C@H:7]([CH3:45])[CH2:8][N:9]1[C:13]([CH3:14])=[C:12]([C:15](=[O:37])[NH:16][C:17]2[CH:22]=[CH:21][C:20]([O:23][C:24]3[C:33]4[C:28](=[CH:29][C:30]([O:34][CH3:35])=[CH:31][CH:32]=4)[N:27]=[CH:26][CH:25]=3)=[C:19]([F:36])[CH:18]=2)[C:11](=[O:38])[N:10]1[C:39]1[CH:40]=[CH:41][CH:42]=[CH:43][CH:44]=1)=[O:5] |f:2.3|. Reported procedure: The title compound was prepared according to the procedure described in Example 39 step 3 by using (R)-1-(4-(4-(7-methoxyquinolin-4-yloxy)-3-fluorophenylcarbam-oyl)-2,3-dihydro-5-methyl-3-oxo-2-phenylpyrazol-1-yl)propan-2-yl 2-(methylamino)acetate (82.3 mg, 0.134 mmol) and methanesulfonic acid (25.7 mg, 0.268 mmol, Shanghai RichJoint Chemical Reagents CO., Ltd). The title compound was abtained as a yellow solid (63.8 mg, 59%). The reactants are CO, O=C(N1CCc2cc([N+](=O)[O-])ccc21)C(F)(F)F. The product is Nc1ccc2c(c1)CCN2C(=O)C(F)(F)F. As a reaction SMILES: [CH3:19][OH:20].[F:1][C:2]([C:3](=[O:4])[N:5]1[CH2:6][CH2:7][c:8]2[cH:9][c:10]([N+:14]([O-:15])=[O:16])[cH:11][cH:12][c:13]21)([F:17])[F:18]>>[F:1][C:2]([C:3](=[O:4])[N:5]1[CH2:6][CH2:7][c:8]2[cH:9][c:10]([NH2:14])[cH:11][cH:12][c:13]21)([F:17])[F:18]. The reactants are NC1=C(C(=CC(=C1OC)Cl)F)N1C(N(C(=CC1=O)C(F)(F)F)C)=O (3-(2-amino-4-chloro-6-fluoro-3-methoxyphenyl)-1-methyl-6-trifluoromethyl-2,4(1H, 3H)-pyrimidinedione), COC(N(C)C)OC (dimethylformamide dimethylacetal). The product is ClC1=CC(=C(C=C1)N1C(N(C(=CC1=O)C(F)(F)F)C)=O)OC (3-[4-chloro-2-methoxyphenyl]-1-methyl-6-trifluoromethyl-2,4(1H, 3H)-pyrimidinedione). The yield is 47.0%. As a reaction SMILES: N[C:2]1[C:7](OC)=[C:6]([Cl:10])[CH:5]=[C:4](F)[C:3]=1[N:12]1[C:17](=[O:18])[CH:16]=[C:15]([C:19]([F:22])([F:21])[F:20])[N:14]([CH3:23])[C:13]1=[O:24].[CH3:25][O:26]C(OC)N(C)C>>[Cl:10][C:6]1[CH:5]=[CH:4][C:3]([N:12]2[C:17](=[O:18])[CH:16]=[C:15]([C:19]([F:20])([F:21])[F:22])[N:14]([CH3:23])[C:13]2=[O:24])=[C:2]([O:26][CH3:25])[CH:7]=1. Procedure: A mixture of 3-(2-amino-4-chloro-6-fluoro-3-methoxyphenyl)-1-methyl-6-trifluoromethyl-2,4(1H, 3H)-pyrimidinedione (0.5 g, 1.4 mmol) and dimethylformamide dimethylacetal (0.8 g, 7 mmol) was refluxed for 4 hr under a blanket of nitrogen. Excess reagent was removed in vacuo and product extracted with ether. Solvent was removed to afford a residue which was chromatographed on silica gel. Elution of the column with hexane-ethyl acetate (6:4) afforded the title compound (0.22 g). Reactants: formula III, CC1=CN(C2=CC=CC=C12)CCO (3-methylindole-1-ethanol), C(CC(=O)C)(=O)OCC (ethyl acetoacetate), C1(=CC=C(C=C1)S(=O)(=O)O)C (p-toluenesulfonic acid), O (water). Solvent: C1(=CC=CC=C1)C (toluene). The product is ester, C(C)OC(CC1(OCCN2C1=C(C=1C=CC=CC21)C)C)=O (3,4-dihydro-1,10-dimethyl-1H-1,4-oxazino[4,3-a]indole-1-acetic acid ethyl ester). As a reaction SMILES: [CH3:1][C:2]1[C:10]2[C:5](=[CH:6][CH:7]=[CH:8][CH:9]=2)[N:4]([CH2:11][CH2:12][OH:13])[CH:3]=1.[C:14]([O:20][CH2:21][CH3:22])(=[O:19])[CH2:15][C:16]([CH3:18])=O.C1(C)C=CC(S(O)(=O)=O)=CC=1.O>C1(C)C=CC=CC=1>[CH2:21]([O:20][C:14](=[O:19])[CH2:15][C:16]1([CH3:18])[C:3]2=[C:2]([CH3:1])[C:10]3[CH:9]=[CH:8][CH:7]=[CH:6][C:5]=3[N:4]2[CH2:11][CH2:12][O:13]1)[CH3:22]. Procedure: A mixture of the intermediate of formula III, 3-methylindole-1-ethanol (26.5 g., 0.15 mole), described in Example 1, in toluene (600 ml.), ethyl acetoacetate (36 g., 0.20 mole) and p-toluenesulfonic acid (2.0 g.) is heated at reflux for 6 hr. using a water separator. The toluene solution is washed with water, 5% bicarbonate solution, and again with water. The solution is then dried over sodium sulfate and the solvent evaporated under reduced pressure to give an oil. The oil was subjected to chro... Starting materials: CC1=C(C(=CC(=C1)C)C)S(=O)(=O)[O-].N[N+]1=C(C=C(C=C1)OC)OCC1=C(C=CC=C1F)F (1-Amino-2-[(2,6-difluorobenzyl)oxy]-4-methoxypyridinium 2,4,6-trimethylbenzenesulphonate), O (water), C(C#CC)(=O)OCC (ethyl 2-butynoate), C([O-])([O-])=O.[K+].[K+] (potassium carbonate). Solvent: CN(C=O)C (N,N-dimethylformamide). Conditions: time 18 hour. Yields the product C(C)OC(=O)C=1C(=NN2C1C=C(C=C2OCC2=C(C=CC=C2F)F)OC)C (7-[(2,6-Difluorobenzyl)oxy]-5-methoxy-2-methylpyrazolo[1,5-a]pyridine-3-carboxylic Acid ethyl Ester). The yield is 12.0%. Reaction SMILES: CC1C=C(C)C=C(C)C=1S([O-])(=O)=O.[NH2:14][N+:15]1[CH:20]=[CH:19][C:18]([O:21][CH3:22])=[CH:17][C:16]=1[O:23][CH2:24][C:25]1[C:30]([F:31])=[CH:29][CH:28]=[CH:27][C:26]=1[F:32].[C:33]([O:38][CH2:39][CH3:40])(=[O:37])[C:34]#[C:35][CH3:36].C(=O)([O-])[O-].[K+].[K+].O>CN(C)C=O>[CH2:39]([O:38][C:33]([C:34]1[C:35]([CH3:36])=[N:14][N:15]2[C:16]([O:23][CH2:24][C:25]3[C:30]([F:31])=[CH:29][CH:28]=[CH:27][C:26]=3[F:32])=[CH:17][C:18]([O:21][CH3:22])=[CH:19][C:20]=12)=[O:37])[CH3:40] |f:0.1,3.4.5|. Procedure details: A solution of 3.99 g (6.15 mmol, 72% purity) of 1-amino-2-[(2,6-difluorobenzyl)oxy]-4-methoxypyridinium 2,4,6-trimethylbenzenesulphonate (Example 161A) in 70 ml of N,N-dimethylformamide was admixed with 1.38 g (12.31 mmol) of ethyl 2-butynoate (CAS: 4341-76-8) and 2.55 g (18.46 mmol) of potassium carbonate. The reaction mixture was stirred at room temperature for 18 hours and added dropwise to 150 ml of water. The resulting precipitate was filtered off and dried under reduced pressure, which gav... Starting materials: C[Si](C)(C)[O-], [K+], C1CCOC1, COC(=O)c1ccco1. The product is [K+], O=C([O-])c1ccco1. As a reaction SMILES: [CH3:10][Si:11]([CH3:12])([CH3:13])[O-:14].[K+:15].[O:16]1[CH2:17][CH2:18][CH2:19][CH2:20]1.[o:1]1[c:2]([C:6](=[O:7])[O:8][CH3:9])[cH:3][cH:4][cH:5]1>>[K+:15].[o:1]1[c:2]([C:6](=[O:7])[O-:8])[cH:3][cH:4][cH:5]1.